This data is from the Open Reaction Database (ORD), a public repository of structured organic reaction records. The task is: describe an organic reaction: reactants, conditions, products, and yield Reactants: COc1cccc(C(=CC(C)C)c2cc3cccnc3[nH]2)c1, CO, [H][H]. Product: COc1cccc(C(CC(C)C)c2cc3cccnc3[nH]2)c1. RXN SMILES: [CH3:1][O:2][c:3]1[cH:4][c:5]([C:9](=[CH:10][CH:11]([CH3:12])[CH3:13])[c:14]2[cH:15][c:16]3[c:17]([n:18][cH:19][cH:20][cH:21]3)[nH:22]2)[cH:6][cH:7][cH:8]1.[CH3:25][OH:26].[H:23][H:24]>>[CH3:1][O:2][c:3]1[cH:4][c:5]([CH:9]([CH2:10][CH:11]([CH3:12])[CH3:13])[c:14]2[cH:15][c:16]3[c:17]([n:18][cH:19][cH:20][cH:21]3)[nH:22]2)[cH:6][cH:7][cH:8]1. Starting materials: CCN=C=NCCCN(C)C.Cl (EDCI hydrochloride), FC(OC=1C(=C(C=CC1)/C=C/C=1N=C2SC=CN2C1C(=O)O)OCC(C)(C)C)F (6-{(E)-2-[3-(Difluoromethoxy)-2-(2,2-dimethylpropoxy)phenyl]vinyl}imidazo[2,1-b][1,3]thiazole-5-carboxylic acid), FC(C=1C=C(C=CC1)CN)(F)F (1-[3-(trifluoromethyl)phenyl]methanamine). The reagents and catalysts are CN(C)C=1C=CN=CC1 (DMAP). Run in C1CCOC1 (THF), CN(C)C=O (DMF). Product: FC(OC=1C(=C(C=CC1)/C=C/C=1N=C2SC=CN2C1C(=O)NCC1=CC(=CC=C1)C(F)(F)F)OCC(C)(C)C)F (6-{(E)-2-[3-(Difluoromethoxy)-2-(2,2-dimethylpropoxy)phenyl]vinyl}-N-(3-trifluoro methylbenzyl)imidazo[2,1-b][1,3]thiazole-5-carboxamide), product. As a reaction SMILES: [F:1][CH:2]([F:29])[O:3][C:4]1[C:5]([O:23][CH2:24][C:25]([CH3:28])([CH3:27])[CH3:26])=[C:6](/[CH:10]=[CH:11]/[C:12]2[N:13]=[C:14]3[N:18]([C:19]=2[C:20](O)=[O:21])[CH:17]=[CH:16][S:15]3)[CH:7]=[CH:8][CH:9]=1.[F:30][C:31]([F:41])([F:40])[C:32]1[CH:33]=[C:34]([CH2:38][NH2:39])[CH:35]=[CH:36][CH:37]=1.CCN=C=NCCCN(C)C.Cl>CN(C1C=CN=CC=1)C.C1COCC1.CN(C=O)C>[F:29][CH:2]([F:1])[O:3][C:4]1[C:5]([O:23][CH2:24][C:25]([CH3:28])([CH3:26])[CH3:27])=[C:6](/[CH:10]=[CH:11]/[C:12]2[N:13]=[C:14]3[N:18]([C:19]=2[C:20]([NH:39][CH2:38][C:34]2[CH:35]=[CH:36][CH:37]=[C:32]([C:31]([F:30])([F:40])[F:41])[CH:33]=2)=[O:21])[CH:17]=[CH:16][S:15]3)[CH:7]=[CH:8][CH:9]=1 |f:2.3|. Reported procedure: The title compound was prepared according to the general procedure (Method B) by coupling Intermediate 7A (100 mg, 0.236 mmol) with 1-[3-(trifluoromethyl)phenyl]methanamine (45.58 mg, 0.260 mmol) in the presence of EDCI hydrochloride (90 mg, 0.472 mmol) and DMAP (27 mg, 0.236 mmol) in a mixture of THF and DMF (1:1, 4 mL) to give 75 mg of the product as an off-white solid; 1H NMR (300 MHz, DMSO-d6) δ 1.06 (s, 9H), 3.56 (s, 2H), 4.61 (s, 2H), 7.16 (t, J=75.3 Hz, 1H), 7.18-7.25 (m, 1H), 7.36-7.51 (... Reactants: [Br-].FC(F)(F)[Zn+] (trifluoromethylzinc bromide), IC=1N=C(C=2N=CN([C@H]3[C@H](O)[C@H](O)[C@@H](CO)O3)C2N1)N (2-Iodoadenosine). The reagents and catalysts are [Cu](Br)Br (copper bromide). The solvent is CN(C)C=O (DMF), CN(C)P(=O)(N(C)C)N(C)C (HMPA). Reaction conditions: temperature 70 celsius, time 30 minute. Yields the product FC(C=1N=C(C=2N=CN([C@H]3[C@H](O)[C@H](O)[C@@H](CO)O3)C2N1)N)(F)F (2-trifluoromethyladenosine). Yield: 63.0%. RXN SMILES: [Br-].[F:2][C:3]([Zn+])([F:5])[F:4].I[C:8]1[N:9]=[C:10]([NH2:26])[C:11]2[N:12]=[CH:13][N:14]([C:24]=2[N:25]=1)[C@@H:15]1[O:23][C@H:20]([CH2:21][OH:22])[C@@H:18]([OH:19])[C@H:16]1[OH:17]>CN(C=O)C.CN(P(N(C)C)(N(C)C)=O)C.[Cu](Br)Br>[F:2][C:3]([F:5])([F:4])[C:8]1[N:9]=[C:10]([NH2:26])[C:11]2[N:12]=[CH:13][N:14]([C:24]=2[N:25]=1)[C@@H:15]1[O:23][C@H:20]([CH2:21][OH:22])[C@@H:18]([OH:19])[C@H:16]1[OH:17] |f:0.1|. Procedure: A solution of trifluoromethylzinc bromide (1.308 g, 6.10 mmol) in DMF (25 mL) and HMPA (10 mL) was added to copper bromide (0.438 g, 3.05 mmol) and the resulting mixture was stirred for 30 min. 2-Iodoadenosine (0.800 g, 2.03 mmol) was added and the solution was warmed at 70° C. for 4 h. The solvents were evaporated and the residue was purified on silica gel with 10% methanol/chloroform to give 2-trifluoromethyladenosine in 63% yield. 2-Trifluoromethyladenosine was converted to IV by using in seq... The reactants are C(=O)(O)[O-].[Na+] (NaHCO3), B(F)(F)F.CCOCC (BF3.OEt2), C(C1=CC=CC=C1)O[C@H]1[C@@H](OCC=C)O[C@@H]([C@H]([C@@H]1OCC1=CC=CC=C1)OCC1=CC=CC=C1)COC(C1=CC=CC=C1)(C1=CC=CC=C1)C1=CC=CC=C1 (Allyl 2,3,4-tri-O-benzyl-6-O-trityl-α-D-glucopyranoside), [SiH](CC)(CC)CC (Et3SiH). Solvent: O (H2O), CC#N (MeCN), C(Cl)Cl (CH2Cl2). Reaction conditions: time 10 minute. Product: C(C1=CC=CC=C1)O[C@H]1[C@@H](OCC=C)O[C@@H]([C@H]([C@@H]1OCC1=CC=CC=C1)OCC1=CC=CC=C1)CO (Allyl 2,3,4-tri-O-benzyl-α-D-glucopyranoside). RXN SMILES: B(F)(F)F.CCOCC.[CH2:10]([O:17][C@@H:18]1[C@@H:27]([O:28][CH2:29][C:30]2[CH:35]=[CH:34][CH:33]=[CH:32][CH:31]=2)[C@H:26]([O:36][CH2:37][C:38]2[CH:43]=[CH:42][CH:41]=[CH:40][CH:39]=2)[C@@H:25]([CH2:44][O:45]C(C2C=CC=CC=2)(C2C=CC=CC=2)C2C=CC=CC=2)[O:24][C@@H:19]1[O:20][CH2:21][CH:22]=[CH2:23])[C:11]1[CH:16]=[CH:15][CH:14]=[CH:13][CH:12]=1.[SiH](CC)(CC)CC.C([O-])(O)=O.[Na+]>CC#N.C(Cl)Cl.O>[CH2:10]([O:17][C@@H:18]1[C@@H:27]([O:28][CH2:29][C:30]2[CH:35]=[CH:34][CH:33]=[CH:32][CH:31]=2)[C@H:26]([O:36][CH2:37][C:38]2[CH:43]=[CH:42][CH:41]=[CH:40][CH:39]=2)[C@@H:25]([CH2:44][OH:45])[O:24][C@@H:19]1[O:20][CH2:21][CH:22]=[CH2:23])[C:11]1[CH:16]=[CH:15][CH:14]=[CH:13][CH:12]=1 |f:0.1,4.5|. Procedure: A solution of BF3.OEt2 (5.0 ml, 39.8 mmol) in MeCN (90 ml) was added dropwise to a cooled (0°) solution of 3 (13.4 g, 18.3 mmol) and Et3SiH (14.5 ml, 91.5 mmol) in dry CH2Cl2 (150 ml). After 10 min., a sat. aq. solution of NaHCO3 (100 ml) and H2O (200 ml) were added. The mixture was shaken vigorously, the aq. layer was extracted with CH2Cl2, the combined organic layers were extracted with brine, dried (MgSO4), and evaporated. FC (400 g SiO2, EtOAc/hexane 1:5→EtOAc/hexane 1:1) affored 8.35 g (93%... Procedure: Treat a solution of 2-chloro-5-fluoro-4-[7-(3-methoxymethoxy-pyridin-4-yl)-benzo[b]thiophen-2-yl]-pyrimidine (4 g, 10 mmol) in THF (10 mL) with 5 N HCl (3 mL). Stir the mixture at room temperature for 6 hours. Concentrate the reaction in vacuo and dilute with saturated aqueous sodium bicarbonate and dichloromethane. Separate the layers and filter each layer. Wash the solid from the organic phase with dichloromethane to give the title compound (300 mg) as a tan solid. Wash the solid from the aque... The solvent is C([O-])(O)=O.[Na+] (sodium bicarbonate), ClCCl (dichloromethane), C1CCOC1 (THF). Reaction conditions: time 6 hour. Reaction SMILES: [Cl:1][C:2]1[N:7]=[C:6]([C:8]2[S:12][C:11]3[C:13]([C:17]4[CH:22]=[CH:21][N:20]=[CH:19][C:18]=4[O:23]COC)=[CH:14][CH:15]=[CH:16][C:10]=3[CH:9]=2)[C:5]([F:27])=[CH:4][N:3]=1.Cl>C1COCC1.C(=O)(O)[O-].[Na+].ClCCl>[Cl:1][C:2]1[N:7]=[C:6]([C:8]2[S:12][C:11]3[C:13]([C:17]4[CH:22]=[CH:21][N:20]=[CH:19][C:18]=4[OH:23])=[CH:14][CH:15]=[CH:16][C:10]=3[CH:9]=2)[C:5]([F:27])=[CH:4][N:3]=1 |f:3.4|. Yields the product ClC1=NC=C(C(=N1)C1=CC2=C(S1)C(=CC=C2)C2=C(C=NC=C2)O)F (4-[2-(2-Chloro-5-fluoro-pyrimidin-4-yl)-benzo[b]thiophen-7-yl]-pyridin-3-ol). The yield is 8.4%. The reactants are ClC1=NC=C(C(=N1)C1=CC2=C(S1)C(=CC=C2)C2=C(C=NC=C2)OCOC)F (2-chloro-5-fluoro-4-[7-(3-methoxymethoxy-pyridin-4-yl)-benzo[b]thiophen-2-yl]-pyrimidine), Cl (HCl).